From a dataset of the Open Reaction Database (ORD), a public repository of structured organic reaction records. describe an organic reaction: reactants, conditions, products, and yield Starting materials: Brc1cnc(NC2CCCNC2)nc1, Cc1nc(C(=O)O)c(-c2ccc(C)c(C)c2)s1. The product is Cc1nc(C(=O)N2CCCC(Nc3ncc(Br)cn3)C2)c(-c2ccc(C)c(C)c2)s1. As a reaction SMILES: [Br:1][c:2]1[cH:3][n:4][c:5]([NH:8][CH:9]2[CH2:10][NH:11][CH2:12][CH2:13][CH2:14]2)[n:6][cH:7]1.[CH3:15][c:16]1[cH:17][c:18](-[c:23]2[c:24]([C:29](=[O:30])[OH:31])[n:25][c:26]([CH3:28])[s:27]2)[cH:19][cH:20][c:21]1[CH3:22]>>[Br:1][c:2]1[cH:3][n:4][c:5]([NH:8][CH:9]2[CH2:10][N:11]([C:29]([c:24]3[c:23](-[c:18]4[cH:17][c:16]([CH3:15])[c:21]([CH3:22])[cH:20][cH:19]4)[s:27][c:26]([CH3:28])[n:25]3)=[O:30])[CH2:12][CH2:13][CH2:14]2)[n:6][cH:7]1. The reactants are BrC1=CC(=C2C=NN(C2=C1)S(=O)(=O)C1=CC=CC=C1)C=1OC(=NN1)CN1C[C@H]2N(CC1)CCC2 (6-bromo-4-{5-[(8aS)-hexahydropyrrolo[1,2-a]pyrazin-2(1H)-ylmethyl]-1,3,4-oxadiazol-2-yl}-1-(phenylsulfonyl)-1H-indazole), COC1=NC=C(C=C1NS(=O)(=O)C)B1OC(C(O1)(C)C)(C)C (N-[2-(methyloxy)-5-(4,4,5,5-tetramethyl-1,3,2-dioxaborolan-2-yl)-3-pyridinyl]methanesulfonamide), [O-]P(=O)([O-])[O-].[K+].[K+].[K+] (potassium phosphate tribasic). Yields the product C1[C@H]2N(CCN1CC1=NN=C(O1)C1=C3C=NN(C3=CC(=C1)C=1C=C(C(=NC1)OC)NS(=O)(=O)C)S(=O)(=O)C1=CC=CC=C1)CCC2 (N-[5-[4-{5-[(8aS)-Hexahydropyrrolo[1,2-a]pyrazin-2(1H)-ylmethyl]-1,3,4-oxadiazol-2-yl}-1-(phenylsulfonyl)-1H-indazol-6-yl]-2-(methyloxy)-3-pyridinyl]methanesulfonamide). The reagents and catalysts are [Pd](Cl)Cl.C1(=CC=CC=C1)P([C-]1C=CC=C1)C1=CC=CC=C1.[C-]1(C=CC=C1)P(C1=CC=CC=C1)C1=CC=CC=C1.[Fe+2] (1,1′-bis(diphenylphosphino)ferrocene palladium dichloride). Conditions: temperature 100 celsius. Isolated yield 77.7%. Procedure: To a solution of 6-bromo-4-{5-[(8aS)-hexahydropyrrolo[1,2-a]pyrazin-2(1H)-ylmethyl]-1,3,4-oxadiazol-2-yl}-1-(phenylsulfonyl)-1H-indazole (100 mg, 0.184 mmol) was added N-[2-(methyloxy)-5-(4,4,5,5-tetramethyl-1,3,2-dioxaborolan-2-yl)-3-pyridinyl]methanesulfonamide (72.5 mg, 0.221 mmol), 1,1′-bis(diphenylphosphino)ferrocene palladium dichloride (36 mg, 0.049 mmol) and potassium phosphate tribasic (126 mg, 0.594 mmol). The mixture was heated under microwave irradiation at 100° C. for 20 mins. The m... RXN SMILES: Br[C:2]1[CH:10]=[C:9]2[C:5]([CH:6]=[N:7][N:8]2[S:11]([C:14]2[CH:19]=[CH:18][CH:17]=[CH:16][CH:15]=2)(=[O:13])=[O:12])=[C:4]([C:20]2[O:21][C:22]([CH2:25][N:26]3[CH2:31][CH2:30][N:29]4[CH2:32][CH2:33][CH2:34][C@H:28]4[CH2:27]3)=[N:23][N:24]=2)[CH:3]=1.[CH3:35][O:36][C:37]1[C:42]([NH:43][S:44]([CH3:47])(=[O:46])=[O:45])=[CH:41][C:40](B2OC(C)(C)C(C)(C)O2)=[CH:39][N:38]=1.[O-]P([O-])([O-])=O.[K+].[K+].[K+]>[Pd](Cl)Cl.C1(P(C2C=CC=CC=2)[C-]2C=CC=C2)C=CC=CC=1.[C-]1(P(C2C=CC=CC=2)C2C=CC=CC=2)C=CC=C1.[Fe+2]>[CH2:27]1[N:26]([CH2:25][C:22]2[O:21][C:20]([C:4]3[CH:3]=[C:2]([C:40]4[CH:41]=[C:42]([NH:43][S:44]([CH3:47])(=[O:45])=[O:46])[C:37]([O:36][CH3:35])=[N:38][CH:39]=4)[CH:10]=[C:9]4[C:5]=3[CH:6]=[N:7][N:8]4[S:11]([C:14]3[CH:15]=[CH:16][CH:17]=[CH:18][CH:19]=3)(=[O:12])=[O:13])=[N:24][N:23]=2)[CH2:31][CH2:30][N:29]2[CH2:32][CH2:33][CH2:34][C@@H:28]12 |f:2.3.4.5,6.7.8.9|. The solvent is C1(=CC=CC=C1)C (toluene). Isolated yield 34.0%. Reported procedure: To a mixture of 3-phenyl-2,3-dihydro-4H-1,4-benzoxazin-4-ylamine (1.042 g, 4.6 mmol) in toluene (30 mL) is added, with stirring, cyclohexane-1,3-dione (0.538 g, 4.8 mmol). The mixture is heated to 85° C. for 15 min, at which time p-toluenesulfonic acid monohydrate (0.874 g, 4.6 mmol) is added and the temperature increased to 110° C. The mixture is refluxed for 24 h, cooled to room temperature and concentrated. The residue is partitioned between CH2Cl2/1N NaOH and the organic layer is washed with... Conditions: temperature 110 celsius. RXN SMILES: [C:1]1([CH:7]2[N:12](N)[C:11]3[CH:14]=[CH:15][CH:16]=[CH:17][C:10]=3[O:9][CH2:8]2)[CH:6]=[CH:5][CH:4]=[CH:3][CH:2]=1.[C:18]1(=O)[CH2:23][CH2:22][CH2:21][C:20](=[O:24])[CH2:19]1.O.C1(C)C=CC(S(O)(=O)=O)=CC=1>C1(C)C=CC=CC=1>[C:1]1([CH:7]2[N:12]3[C:11]4[C:14]([C:19]5[C:20](=[O:24])[CH2:21][CH2:22][CH2:23][C:18]=53)=[CH:15][CH:16]=[CH:17][C:10]=4[O:9][CH2:8]2)[CH:6]=[CH:5][CH:4]=[CH:3][CH:2]=1 |f:2.3|. Starting materials: C1(CC(CCC1)=O)=O (cyclohexane-1,3-dione), C1(=CC=CC=C1)C1COC2=C(N1N)C=CC=C2 (3-phenyl-2,3-dihydro-4H-1,4-benzoxazin-4-ylamine), O.C1(=CC=C(C=C1)S(=O)(=O)O)C (p-toluenesulfonic acid monohydrate). Yields the product C1(=CC=CC=C1)C1COC=2C=CC=C3C=4C(CCCC4N1C23)=O (1-phenyl-1,2,9,10-tetrahydro[1,4]oxazino[2,3,4-jk]carbazol-7(8H)-one).